From a dataset of the Open Reaction Database (ORD), a public repository of structured organic reaction records. describe an organic reaction: reactants, conditions, products, and yield Starting materials: CCOC(=O)C1(CSc2ccc(Oc3ccc(Cl)cc3)cc2)CCOCC1, CCO, [K+], [OH-], O. The product is O=C(O)C1(CSc2ccc(Oc3ccc(Cl)cc3)cc2)CCOCC1. RXN SMILES: [CH2:1]([CH3:2])[O:3][C:4](=[O:5])[C:6]1([CH2:12][S:13][c:14]2[cH:15][cH:16][c:17]([O:20][c:21]3[cH:22][cH:23][c:24]([Cl:27])[cH:25][cH:26]3)[cH:18][cH:19]2)[CH2:7][CH2:8][O:9][CH2:10][CH2:11]1.[CH3:31][CH2:32][OH:33].[K+:30].[OH-:29].[OH2:28]>>[O:3]=[C:4]([OH:5])[C:6]1([CH2:12][S:13][c:14]2[cH:15][cH:16][c:17]([O:20][c:21]3[cH:22][cH:23][c:24]([Cl:27])[cH:25][cH:26]3)[cH:18][cH:19]2)[CH2:7][CH2:8][O:9][CH2:10][CH2:11]1. Reactants: COC(\C=C/C=C/[C@H]([C@H](C[C@@H](\C=C/[C@@H]([C@@H]([C@H](C[C@H](CC[C@@H]([C@@H]([C@H]([C@H](\C=C/C=C)C)O)C)O[Si](C)(C)C(C)(C)C)C)C)O[Si](C)(C)C(C)(C)C)C)O[Si](C)(C)C(C)(C)C)O[Si](C)(C)C(C)(C)C)C)=O ((2Z,4E,6R,7S,9S,10Z,12S,13R,14S,16S,19S,20R,21S,22S,23Z)-Methyl-7,9,13,19-tetrakis(tert-butyldimethylsilyloxy)-21-hydroxy-6,12,14,16,20,22-hexamethylhexacosa-2,4,10,23, 25-pentaenoate), [OH-].[K+] (KOH). Yields the product [Si](C)(C)(C(C)(C)C)O[C@H]([C@@H](/C=C/C=C\C(=O)O)C)C[C@@H](\C=C/[C@@H]([C@@H]([C@H](C[C@H](CC[C@@H]([C@@H]([C@H]([C@H](\C=C/C=C)C)O)C)O[Si](C)(C)C(C)(C)C)C)C)O[Si](C)(C)C(C)(C)C)C)O[Si](C)(C)C(C)(C)C ((2Z,4E,6R,7S,9S,10Z,12S,13R,14S,16S,19S,20R,21S,22S,23Z)-7,9,13,19-tetrakis(tert-Butyldimethylsilyloxy)-21-hydroxy-6,12,14,16,20,22-hexamethylhexacosa-2,4,10,23,25-pentaenoic acid). Reaction SMILES: C[O:2][C:3](=[O:68])/[CH:4]=[CH:5]\[CH:6]=[CH:7]\[C@@H:8]([CH3:67])[C@@H:9]([O:59][Si:60]([C:63]([CH3:66])([CH3:65])[CH3:64])([CH3:62])[CH3:61])[CH2:10][C@H:11]([O:51][Si:52]([C:55]([CH3:58])([CH3:57])[CH3:56])([CH3:54])[CH3:53])/[CH:12]=[CH:13]\[C@H:14]([CH3:50])[C@H:15]([O:42][Si:43]([C:46]([CH3:49])([CH3:48])[CH3:47])([CH3:45])[CH3:44])[C@@H:16]([CH3:41])[CH2:17][C@@H:18]([CH3:40])[CH2:19][CH2:20][C@H:21]([O:32][Si:33]([C:36]([CH3:39])([CH3:38])[CH3:37])([CH3:35])[CH3:34])[C@H:22]([CH3:31])[C@@H:23]([OH:30])[C@@H:24]([CH3:29])/[CH:25]=[CH:26]\[CH:27]=[CH2:28].[OH-].[K+]>>[Si:60]([O:59][C@@H:9]([CH2:10][C@H:11]([O:51][Si:52]([C:55]([CH3:58])([CH3:57])[CH3:56])([CH3:53])[CH3:54])/[CH:12]=[CH:13]\[C@H:14]([CH3:50])[C@H:15]([O:42][Si:43]([C:46]([CH3:49])([CH3:48])[CH3:47])([CH3:44])[CH3:45])[C@@H:16]([CH3:41])[CH2:17][C@@H:18]([CH3:40])[CH2:19][CH2:20][C@H:21]([O:32][Si:33]([C:36]([CH3:37])([CH3:38])[CH3:39])([CH3:35])[CH3:34])[C@H:22]([CH3:31])[C@@H:23]([OH:30])[C@@H:24]([CH3:29])/[CH:25]=[CH:26]\[CH:27]=[CH2:28])[C@H:8]([CH3:67])/[CH:7]=[CH:6]/[CH:5]=[CH:4]\[C:3]([OH:68])=[O:2])([C:63]([CH3:64])([CH3:65])[CH3:66])([CH3:62])[CH3:61] |f:1.2|. Procedure: The procedure for 48 was used with 56 (56 mg, 55 μmol) and 1N aqueous KOH (0.54 mL) to yield 57, which was used without further purification: IR (CHCl3) 2956, 2929, 2857, 1693, 1634, 1471, 1462, 1254, 1082, 836, 773 cm−1; 1H NMR (300 MHz, CDCl3) δ 7.34 (dd, J=15.1, 11.4 Hz, 1H), 6.64 (ddd, J=16.5, 10.6, 10.5 Hz, 1H), 6.61 (t, J=11.2 Hz, 1H), 6.07 (t, J=11.0 Hz, 1H), 6.01 (dd, J=15.5, 7.2 Hz, 1H), 5.58 (d, J=11.3 Hz, 1H), 5.44-5.34 (m, 2H), 5.23 (dd, J=11.0, 8.2 Hz, 1H), 5.17 (d, J=18.0 Hz, 1H), ... Reactants: CC(C)c1ccc(Br)cc1, [Li]CCCC, C1CCOC1, CCCCCC, Cc1c(NC(=O)OC(C)(C)C)cc2c(c1C)OC(C)(C)C2=O, O. Yields the product Cc1c(NC(=O)OC(C)(C)C)cc2c(c1C)OC(C)(C)C2(O)c1ccc(C(C)C)cc1. As a reaction SMILES: [Br:1][c:2]1[cH:3][cH:4][c:5]([CH:8]([CH3:9])[CH3:10])[cH:6][cH:7]1.[CH2:11]([Li:12])[CH2:13][CH2:14][CH3:15].[CH2:44]1[O:45][CH2:46][CH2:47][CH2:48]1.[CH3:16][CH2:17][CH2:18][CH2:19][CH2:20][CH3:21].[CH3:22][C:23]1([CH3:43])[O:24][c:25]2[c:26]([cH:29][c:30]([NH:35][C:36]([O:37][C:38]([CH3:39])([CH3:40])[CH3:41])=[O:42])[c:31]([CH3:34])[c:32]2[CH3:33])[C:27]1=[O:28].[OH2:49]>>[c:2]1([C:27]2([OH:28])[C:23]([CH3:22])([CH3:43])[O:24][c:25]3[c:26]2[cH:29][c:30]([NH:35][C:36]([O:37][C:38]([CH3:39])([CH3:40])[CH3:41])=[O:42])[c:31]([CH3:34])[c:32]3[CH3:33])[cH:3][cH:4][c:5]([CH:8]([CH3:9])[CH3:10])[cH:6][cH:7]1. Solvent: CO (methanol), O1CCCC1 (tetrahydrofuran). Product: CO[C@H](C(=O)N[C@@H](C(C)(C)C)C(=O)N([C@H](/C=C(/C(=O)O)\C)C(C)C)C)C(C)(C1=CC=CC=C1)C ((E,4S)-4-[{N-[(2S)-2-methoxy-3-methyl-3-phenylbutanoyl]-3-methyl-L-valyl}(methyl)amino]-2,5-dimethyl-2-hexenoic acid). Reported procedure: According to General Procedure II, a 1:1 mixture of ethyl (E,4S)-4-[((2S)-2-{[(2S)-2-methoxy-3-methyl-3-phenylbutanoyl]amino}-3,3-dimethylbutanoyl)(methyl)amino]-2,5-dimethyl-2-hexenoate and ethyl (E,4S)-4-[((2S)-2-{[(2R)-2-methoxy-3-methyl-3-phenylbutanoyl]amino}-3,3-dimethylbutanoyl)(methyl)amino]-2,5-dimethyl-2-hexenoate (1.0 g, 2.0 mmol, from Reference Example 104) is dissolved in methanol (10 mL) and tetrahydrofuran (10 mL). To this solution is added water (5 mL) and lithium hydroxide monoh... Run at temperature 60 celsius, time 16 hour. Starting materials: CO[C@H](C(=O)N[C@H](C(=O)N([C@H](/C=C(/C(=O)OCC)\C)C(C)C)C)C(C)(C)C)C(C)(C1=CC=CC=C1)C (ethyl (E,4S)-4-[((2S)-2-{[(2S)-2-methoxy-3-methyl-3-phenylbutanoyl]amino}-3,3-dimethylbutanoyl)(methyl)amino]-2,5-dimethyl-2-hexenoate), CO[C@@H](C(=O)N[C@H](C(=O)N([C@H](/C=C(/C(=O)OCC)\C)C(C)C)C)C(C)(C)C)C(C)(C1=CC=CC=C1)C (ethyl (E,4S)-4-[((2S)-2-{[(2R)-2-methoxy-3-methyl-3-phenylbutanoyl]amino}-3,3-dimethylbutanoyl)(methyl)amino]-2,5-dimethyl-2-hexenoate), O (water), O.[OH-].[Li+] (lithium hydroxide monohydrate). Reaction SMILES: [CH3:1][O:2][C@@H:3]([C:28]([CH3:36])([C:30]1[CH:35]=[CH:34][CH:33]=[CH:32][CH:31]=1)[CH3:29])[C:4]([NH:6][C@@H:7]([C:24]([CH3:27])([CH3:26])[CH3:25])[C:8]([N:10]([CH3:23])[C@@H:11]([CH:20]([CH3:22])[CH3:21])/[CH:12]=[C:13](\[CH3:19])/[C:14]([O:16]CC)=[O:15])=[O:9])=[O:5].CO[C@H](C(C)(C1C=CC=CC=1)C)C(N[C@@H](C(C)(C)C)C(N(C)[C@@H](C(C)C)/C=C(\C)/C(OCC)=O)=O)=O.O.O.[OH-].[Li+]>CO.O1CCCC1>[CH3:1][O:2][C@@H:3]([C:28]([CH3:36])([C:30]1[CH:31]=[CH:32][CH:33]=[CH:34][CH:35]=1)[CH3:29])[C:4]([NH:6][C@H:7]([C:8]([N:10]([CH3:23])[C@@H:11]([CH:20]([CH3:22])[CH3:21])/[CH:12]=[C:13](\[CH3:19])/[C:14]([OH:16])=[O:15])=[O:9])[C:24]([CH3:25])([CH3:26])[CH3:27])=[O:5] |f:3.4.5|. Starting materials: OC1=C(C2=C(C(CO2)=O)C=C1)CN1CCN(CC1)C(=O)OC(C)(C)C (tert-butyl 4-[(6-hydroxy-3-oxo-2,3-dihydrobenzofuran-7-yl)methyl]piperazine-1-carboxylate), FC(C1=CC=C(C=C1)S(=O)(=O)N1C=C(C2=CC=CC=C12)C=O)(F)F (1-[4-(trifluoromethyl)phenylsulfonyl]-1H-indole-3-carboxaldehyde), N1CCCCC1 (piperidine). The solvent is CO (methanol), CO (methanol), CO (methanol). Reaction conditions: time 8 hour. The product is OC1=C(C2=C(C(/C(/O2)=C/C2=CN(C3=CC=CC=C23)S(=O)(=O)C2=CC=C(C=C2)C(F)(F)F)=O)C=C1)CN1CCN(CC1)C(=O)OC(C)(C)C (tert-butyl (Z)-4-([6-hydroxy-3-oxo-2-({1-[4-(trifluoromethyl)phenylsulfonyl]-1H-indol-3-yl}methylene)-2,3-dihydrobenzofuran-7-yl]methyl)piperazine-1-carboxylate). Isolated yield 77.1%. As a reaction SMILES: [OH:1][C:2]1[CH:11]=[CH:10][C:5]2[C:6](=[O:9])[CH2:7][O:8][C:4]=2[C:3]=1[CH2:12][N:13]1[CH2:18][CH2:17][N:16]([C:19]([O:21][C:22]([CH3:25])([CH3:24])[CH3:23])=[O:20])[CH2:15][CH2:14]1.[F:26][C:27]([F:49])([F:48])[C:28]1[CH:33]=[CH:32][C:31]([S:34]([N:37]2[C:45]3[C:40](=[CH:41][CH:42]=[CH:43][CH:44]=3)[C:39]([CH:46]=O)=[CH:38]2)(=[O:36])=[O:35])=[CH:30][CH:29]=1.N1CCCCC1>CO>[OH:1][C:2]1[CH:11]=[CH:10][C:5]2[C:6](=[O:9])/[C:7](=[CH:46]/[C:39]3[C:40]4[C:45](=[CH:44][CH:43]=[CH:42][CH:41]=4)[N:37]([S:34]([C:31]4[CH:32]=[CH:33][C:28]([C:27]([F:49])([F:26])[F:48])=[CH:29][CH:30]=4)(=[O:36])=[O:35])[CH:38]=3)/[O:8][C:4]=2[C:3]=1[CH2:12][N:13]1[CH2:14][CH2:15][N:16]([C:19]([O:21][C:22]([CH3:25])([CH3:24])[CH3:23])=[O:20])[CH2:17][CH2:18]1. Reported procedure: A solution of tert-butyl 4-[(6-hydroxy-3-oxo-2,3-dihydrobenzofuran-7-yl)methyl]piperazine-1-carboxylate (0.0500 g, 0.144 mmol) obtained in Example A16, Step 1 in methanol (0.6 mL) was added with 1-[4-(trifluoromethyl)phenylsulfonyl]-1H-indole-3-carboxaldehyde (0.0509 g, 0.144 mmol) and piperidine (0.00123 g, 0.0144 mmol), and the mixture was stirred overnight at room temperature. The reaction mixture was added with methanol (1 mL), and the solid was suspended in methanol and thereby washed to ob... Reactants: [OH-].[Na+] (sodium hydroxide), intermediate D, N1=C(Cl)N=C(Cl)N=C1Cl (cyanuric chloride), CC(=O)C (acetone), CC(=O)C (acetone). Conditions: time 2 hour. Yields the product C(C=1C(C#N)=CC=CC1)#N (Phthalonitrile). RXN SMILES: [N:1]1[C:8](Cl)=NC(Cl)=NC=1Cl.[OH-].[Na+].[CH3:12][C:13]([CH3:15])=O>>[C:8](#[N:1])[C:12]1[C:12](=[CH:13][CH:15]=[CH:15][CH:13]=1)[C:8]#[N:1] |f:1.2|. Procedure details: A solution of intermediate D (32.7 g) in acetone (500 ml) was added to cyanuric chloride (18.5 g) in acetone (150 ml) at 0° C. and stirred at this temperature for 2 hours, maintaining the pH at 6 with 0.5M sodium hydroxide solution. The precipitated solid was filtered off, washed with ice cold water (2×250 ml) and dried to give the damp product (65.2 g).